Dataset: the Open Reaction Database (ORD), a public repository of structured organic reaction records. Task: describe an organic reaction: reactants, conditions, products, and yield The reactants are CCCCCC, CC(=O)[O-], CC(=O)O, Cc1ccc([N+](=O)[O-])cc1CCl, [Na+], c1ccccc1. Product: CC(=O)OCc1cc([N+](=O)[O-])ccc1C. As a reaction SMILES: [CH3:24][CH2:25][CH2:26][CH2:27][CH2:28][CH3:29].[CH3:2][C:3]([O-:4])=[O:5].[CH3:30][C:31](=[O:32])[OH:33].[CH3:6][c:7]1[c:8]([CH2:9][Cl:10])[cH:11][c:12]([N+:15](=[O:16])[O-:17])[cH:13][cH:14]1.[Na+:1].[cH:18]1[cH:19][cH:20][cH:21][cH:22][cH:23]1>>[CH3:2][C:3]([O:4][CH2:9][c:8]1[c:7]([CH3:6])[cH:14][cH:13][c:12]([N+:15](=[O:16])[O-:17])[cH:11]1)=[O:5]. Reactants: C=O, [K+], [K+], O=C([O-])[O-], O=C1NC(=O)C(c2ccccc2)(c2ccccc2)N1, O. The product is O=C1NC(c2ccccc2)(c2ccccc2)C(=O)N1CO. Reaction SMILES: [CH2:20]=[O:21].[K+:22].[K+:23].[O-:24][C:25]([O-:26])=[O:27].[O:1]=[C:2]1[NH:3][C:4](=[O:5])[C:6]([c:8]2[cH:9][cH:10][cH:11][cH:12][cH:13]2)([c:14]2[cH:15][cH:16][cH:17][cH:18][cH:19]2)[NH:7]1.[OH2:28]>>[O:1]=[C:2]1[N:3]([CH2:25][OH:24])[C:4](=[O:5])[C:6]([c:8]2[cH:9][cH:10][cH:11][cH:12][cH:13]2)([c:14]2[cH:15][cH:16][cH:17][cH:18][cH:19]2)[NH:7]1.